Dataset: the Open Reaction Database (ORD), a public repository of structured organic reaction records. Task: describe an organic reaction: reactants, conditions, products, and yield The reactants are ClC1=NC=NC(=C1CC=O)Cl ((4,6-dichloropyrimidin-5-yl)acetaldehyde), NC(CO)(CO)C (2-amino-2-methylpropane-1,3-diol). The product is ClC=1C2=C(N=CN1)N(C=C2)C(CO)(CO)C (2-(4-chloro-7H-pyrrolo[2,3-d]pyrimidin-7-yl)-2-methylpropane-1,3-diol). As a reaction SMILES: Cl[C:2]1[C:7]([CH2:8][CH:9]=O)=[C:6]([Cl:11])[N:5]=[CH:4][N:3]=1.[NH2:12][C:13]([CH3:18])([CH2:16][OH:17])[CH2:14][OH:15]>>[Cl:11][C:6]1[C:7]2[CH:8]=[CH:9][N:12]([C:13]([CH3:18])([CH2:16][OH:17])[CH2:14][OH:15])[C:2]=2[N:3]=[CH:4][N:5]=1. Procedure details: The title compound was prepared according to the method described for Preparation 1 using (4,6-dichloropyrimidin-5-yl)acetaldehyde (Preparation 208) and 2-amino-2-methylpropane-1,3-diol to afford the title compound as a yellow liquid in 79% yield, 3.88 g. The reactants are FC(C1=CC(=CC=C1)C1=CC=NC=2N1C=NC2C(=O)OCC)(F)F (ethyl 4-(α,α,α-trifluoro-m-tolyl)imidazo[1,5-a]pyrimidine-8-carboxylate), [OH-].[K+] (potassium hydroxide). The product is FC(C1=CC(=CC=C1)C1=CC=NC=2N1C=NC2C(=O)O)(F)F (4-(α,α,α-trifluoro-m-tolyl)imidazo[1,5-a]pyrimidine-8-carboxylic acid). Solvent: C(C)O.O (ethanol water). Reported procedure: A mixture of 2 g. of ethyl 4-(α,α,α-trifluoro-m-tolyl)imidazo[1,5-a]pyrimidine-8-carboxylate, 2 g. of potassium hydroxide and 50 ml. of ethanol:water (9:1) is refluxed for 4 hours. The mixture is concentrated, diluted with water and the solid 4-(α,α,α-trifluoro-m-tolyl)imidazo[1,5-a]pyrimidine-8-carboxylic acid isolated. The preceding compound is heated neat at 190° C. to give the product of the example. Reaction SMILES: [F:1][C:2]([F:24])([F:23])[C:3]1[CH:8]=[CH:7][CH:6]=[C:5]([C:9]2[N:14]3[CH:15]=[N:16][C:17]([C:18]([O:20]CC)=[O:19])=[C:13]3[N:12]=[CH:11][CH:10]=2)[CH:4]=1.[OH-].[K+]>C(O)C.O>[F:23][C:2]([F:1])([F:24])[C:3]1[CH:8]=[CH:7][CH:6]=[C:5]([C:9]2[N:14]3[CH:15]=[N:16][C:17]([C:18]([OH:20])=[O:19])=[C:13]3[N:12]=[CH:11][CH:10]=2)[CH:4]=1 |f:1.2,3.4|. Reactants: N#N.C(C1=CC=CC=C1)OC(=O)N[C@H]([C@@H](C[C@@]1(N(C[C@@H](C1)NC(=O)OC(C)(C)C)C(C)(C)C)C(=O)N)O)CC1=CC=CC=C1 (N2 [3(S)-(benzyloxyformamido)-2(R)-hydroxy-4-phenylbutyl]-4(R)-(tert.butoxyformamido)-N1 -tert.butyl-L-prolinamide). The reagents and catalysts are [Pd] (palladium-on-carbon). Run in C(C)O (ethanol). Yields the product N#N.N[C@H]([C@@H](C[C@@]1(N(C[C@@H](C1)NC(=O)OC(C)(C)C)C(C)(C)C)C(=O)N)O)CC1=CC=CC=C1 (N2 [3(S)-amino-2(R)-hydroxy-4-phenylbutyl]-4(R)-(tert.butoxyformamido)-N1 -tert.butyl-L-prolinamide). Isolated yield 99.0%. Reaction SMILES: [N:1]#[N:2].C(OC([NH:13][C@@H:14]([CH2:38][C:39]1[CH:44]=[CH:43][CH:42]=[CH:41][CH:40]=1)[C@H:15]([OH:37])[CH2:16][C@@:17]1([C:34]([NH2:36])=[O:35])[CH2:21][C@@H:20]([NH:22][C:23]([O:25][C:26]([CH3:29])([CH3:28])[CH3:27])=[O:24])[CH2:19][N:18]1[C:30]([CH3:33])([CH3:32])[CH3:31])=O)C1C=CC=CC=1>C(O)C.[Pd]>[N:1]#[N:2].[NH2:13][C@@H:14]([CH2:38][C:39]1[CH:40]=[CH:41][CH:42]=[CH:43][CH:44]=1)[C@H:15]([OH:37])[CH2:16][C@@:17]1([C:34]([NH2:36])=[O:35])[CH2:21][C@@H:20]([NH:22][C:23]([O:25][C:26]([CH3:29])([CH3:27])[CH3:28])=[O:24])[CH2:19][N:18]1[C:30]([CH3:31])([CH3:32])[CH3:33] |f:0.1,4.5|. Procedure details: 0.22 g of N2 -[3(S)-(benzyloxyformamido)-2(R)-hydroxy-4-phenylbutyl]-4(R)-(tert.butoxyformamido)-N1 -tert.butyl-L-prolinamide was dissolved in 10 ml of ethanol and hydrogenated over 0.05 g of 10% palladium-on-carbon at room temperature and under atmospheric pressure for 2 hours. The catalyst was filtered off and the filtrate was evaporated to give 0.17 g of N2 -[3(S)-amino-2(R)-hydroxy-4-phenylbutyl]-4(R)-(tert.butoxyformamido)-N1 -tert.butyl-L-prolinamide as a gum which was used without further... Starting materials: COCCOC, [Cs+], [F-], COc1c(C)ccc(B(O)O)c1F, Nc1cc(Cl)nc(C(=O)O)c1Cl, O. The product is COc1c(C)ccc(-c2cc(N)c(Cl)c(C(=O)O)n2)c1F. RXN SMILES: [CH2:28]([CH2:29][O:30][CH3:31])[O:32][CH3:33].[Cs+:27].[F-:26].[F:13][c:14]1[c:15]([B:23]([OH:24])[OH:25])[cH:16][cH:17][c:18]([CH3:22])[c:19]1[O:20][CH3:21].[NH2:1][c:2]1[cH:3][c:4]([Cl:5])[n:6][c:7]([C:8]([OH:9])=[O:10])[c:11]1[Cl:12].[OH2:34]>>[NH2:1][c:2]1[cH:3][c:4](-[c:15]2[c:14]([F:13])[c:19]([O:20][CH3:21])[c:18]([CH3:22])[cH:17][cH:16]2)[n:6][c:7]([C:8]([OH:9])=[O:10])[c:11]1[Cl:12]. Reactants: [Br-], CCCC[N+](CCCC)(CCCC)CCCC, CCO, OCCCCCCCl, Cl, [I-], [K+], [K+], [OH-], O, O=C(O)c1ccc2cc(O)ccc2c1. Yields the product O=C(O)c1ccc2cc(OCCCCCCO)ccc2c1. As a reaction SMILES: [Br-:28].[CH3:29][CH2:30][CH2:31][CH2:32][N+:33]([CH2:34][CH2:35][CH2:36][CH3:37])([CH2:38][CH2:39][CH2:40][CH3:41])[CH2:42][CH2:43][CH2:44][CH3:45].[CH3:47][CH2:48][OH:49].[Cl:19][CH2:20][CH2:21][CH2:22][CH2:23][CH2:24][CH2:25][OH:26].[ClH:27].[I-:16].[K+:15].[K+:18].[OH-:17].[OH2:46].[OH:1][c:2]1[cH:3][c:4]2[cH:5][cH:6][c:7]([C:12](=[O:13])[OH:14])[cH:8][c:9]2[cH:10][cH:11]1>>[O:1]([c:2]1[cH:3][c:4]2[cH:5][cH:6][c:7]([C:12](=[O:13])[OH:14])[cH:8][c:9]2[cH:10][cH:11]1)[CH2:20][CH2:21][CH2:22][CH2:23][CH2:24][CH2:25][OH:26]. The reactants are Cl.COC=1C=CC2=C(OC(CO2)CN)C1 (7-methoxy-2,3-dihydro-1,4-benzodioxin-2-methanamine hydrochloride), COC=1C=C2C(=CNC2=CC1)CCCC(=O)O (5-Methoxyindole-3-butyric acid), O.ON1N=NC2=C1C=CC=C2 (1-hydroxybenzotriazole hydrate), C(C)(C)N=C=NC(C)C (1,3-diisopropylcarbodiimide). The solvent is CN(C)C=O (DMF), CN(C)C=O (DMF). Conditions: time 2 hour. Yields the product COC=1C=CC2=C(OC(CO2)CNCCCCC2=CNC3=CC=C(C=C23)OC)C1 ((7-Methoxy-2,3-dihydro-benzo[1,4]dioxin-2-ylmethyl)-[4-(5-methoxy-1 H-indol-3-yl)-butyl]-amine). Yield: 76.3%. RXN SMILES: [CH3:1][O:2][C:3]1[CH:4]=[C:5]2[C:9](=[CH:10][CH:11]=1)[NH:8][CH:7]=[C:6]2[CH2:12][CH2:13][CH2:14][C:15](O)=O.O.ON1C2C=CC=CC=2N=N1.C(N=C=NC(C)C)(C)C.Cl.[CH3:39][O:40][C:41]1[CH:42]=[CH:43][C:44]2[O:49][CH2:48][CH:47]([CH2:50][NH2:51])[O:46][C:45]=2[CH:52]=1>CN(C=O)C>[CH3:39][O:40][C:41]1[CH:42]=[CH:43][C:44]2[O:49][CH2:48][CH:47]([CH2:50][NH:51][CH2:15][CH2:14][CH2:13][CH2:12][C:6]3[C:5]4[C:9](=[CH:10][CH:11]=[C:3]([O:2][CH3:1])[CH:4]=4)[NH:8][CH:7]=3)[O:46][C:45]=2[CH:52]=1 |f:1.2,4.5|. Reported procedure: 5-Methoxyindole-3-butyric acid (1.0 g, 4.3 mmole), 1-hydroxybenzotriazole hydrate (0.7 g, 5.2 mmole) and 1,3-diisopropylcarbodiimide (1.6 ml, 10.3 mmole) were combined in 150 ml of DMF and stirred at room temperature for 2 hours under a nitrogen atmosphere. To this was added dropwise 7-methoxy-2,3-dihydro-1,4-benzodioxin-2-methanamine hydrochloride (1.0 g, 4.3 mmole) in 50 ml of DMF and the mixture was further stirred for 24 hours. The solvent was removed and replaced with dichloromethane. The m... Reactants: CCN=C=S, CCO, Cc1ccn2c(C)c(CCc3ccc(N)cc3)nc2c1. Product: CCNC(=S)Nc1ccc(CCc2nc3cc(C)ccn3c2C)cc1. Reaction SMILES: [CH2:21]([CH3:22])[N:23]=[C:24]=[S:25].[CH3:26][CH2:27][OH:28].[NH2:1][c:2]1[cH:3][cH:4][c:5]([CH2:8][CH2:9][c:10]2[n:11][c:12]3[n:13]([cH:14][cH:15][c:16]([CH3:18])[cH:17]3)[c:19]2[CH3:20])[cH:6][cH:7]1>>[NH:1]([c:2]1[cH:3][cH:4][c:5]([CH2:8][CH2:9][c:10]2[n:11][c:12]3[n:13]([cH:14][cH:15][c:16]([CH3:18])[cH:17]3)[c:19]2[CH3:20])[cH:6][cH:7]1)[C:24]([NH:23][CH2:21][CH3:22])=[S:25].